This data is from the Open Reaction Database (ORD), a public repository of structured organic reaction records. The task is: describe an organic reaction: reactants, conditions, products, and yield Starting materials: CC(C)(C)c1cccc(NC(=O)c2ccc(C3CCNCC3)cc2)c1, O=C(O)CCc1cc(O)no1. Yields the product CC(C)(C)c1cccc(NC(=O)c2ccc(C3CCN(C(=O)CCc4cc(O)no4)CC3)cc2)c1. As a reaction SMILES: [C:1]([CH3:2])([CH3:3])([CH3:4])[c:5]1[cH:6][c:7]([NH:11][C:12]([c:13]2[cH:14][cH:15][c:16]([CH:19]3[CH2:20][CH2:21][NH:22][CH2:23][CH2:24]3)[cH:17][cH:18]2)=[O:25])[cH:8][cH:9][cH:10]1.[OH:26][c:27]1[n:28][o:29][c:30]([CH2:32][CH2:33][C:34](=[O:35])[OH:36])[cH:31]1>>[C:1]([CH3:2])([CH3:3])([CH3:4])[c:5]1[cH:6][c:7]([NH:11][C:12]([c:13]2[cH:14][cH:15][c:16]([CH:19]3[CH2:20][CH2:21][N:22]([C:34]([CH2:33][CH2:32][c:30]4[o:29][n:28][c:27]([OH:26])[cH:31]4)=[O:35])[CH2:23][CH2:24]3)[cH:17][cH:18]2)=[O:25])[cH:8][cH:9][cH:10]1. Starting materials: BrC=1C=CC(=C(C1)C1=NC=CN=C1)F (2-(5-Bromo-2-fluorophenyl)pyrazine), C(CCC)[Sn](C1=CN=C2N1C=CC(=N2)C(F)(F)F)(CCCC)CCCC (3-tributylstannyl-7-trifluoromethylimidazo[1,2-α]pyrimidine). Product: FC1=C(C=C(C=C1)C1=CN=C2N1C=CC(=N2)C(F)(F)F)C2=NC=CN=C2 (3-[4-fluoro-3-(pyrazin-2-yl)phenyl]-7-trifluoromethylimidazo[1,2-α]pyrimidine). As a reaction SMILES: Br[C:2]1[CH:3]=[CH:4][C:5]([F:14])=[C:6]([C:8]2[CH:13]=[N:12][CH:11]=[CH:10][N:9]=2)[CH:7]=1.C([Sn](CCCC)(CCCC)[C:20]1[N:24]2[CH:25]=[CH:26][C:27]([C:29]([F:32])([F:31])[F:30])=[N:28][C:23]2=[N:22][CH:21]=1)CCC>>[F:14][C:5]1[CH:4]=[CH:3][C:2]([C:20]2[N:24]3[CH:25]=[CH:26][C:27]([C:29]([F:30])([F:31])[F:32])=[N:28][C:23]3=[N:22][CH:21]=2)=[CH:7][C:6]=1[C:8]1[CH:13]=[N:12][CH:11]=[CH:10][N:9]=1. Procedure details: 2-(5-Bromo-2-fluorophenyl)pyrazine was coupled to 3-tributylstannyl-7-trifluoromethylimidazo[1,2-α]pyrimidine by the method of Example 32. Purification by chromatography on silica gel eluting with dichloromethane containing 4% methanol followed by crystallisation from hot toluene gave 3-[4-fluoro-3-(pyrazin-2-yl)phenyl]-7-trifluoromethylimidazo[1,2-α]pyrimidine: δH (400 MHz, DMSO) 9.31 (1H, d, J 7), 9.14 (1H, m), 8.85 (1H, dd, J 2 and 1.5), 8.73 (1H, d, J 2), 8.32 (1H, s), 8.27 (1H, dd, J 7 and ... Reactants: BrC1=C(C=CC=C1)\C=C/C1=C(C=C(C=C1)C)[N+](=O)[O-] (Z-(2-(2-bromophenyl)vinyl)-4-methyl-2-nitrobenzene), N1CCOCC1 (morpholine). The reagents and catalysts are catalyst, [Rh] (Rh/C). Solvent: C(C)O (ethanol), CO (methanol). Yields the product BrC1=C(C=CC=C1)CCC1=C(N)C=C(C=C1)C (2-(2-(2-bromophenyl)ethyl)-5-methylaniline). The yield is 92.7%. Reaction SMILES: [Br:1][C:2]1[CH:7]=[CH:6][CH:5]=[CH:4][C:3]=1/[CH:8]=[CH:9]\[C:10]1[CH:15]=[CH:14][C:13]([CH3:16])=[CH:12][C:11]=1[N+:17]([O-])=O.N1CCOCC1>C(O)C.CO.[Rh]>[Br:1][C:2]1[CH:7]=[CH:6][CH:5]=[CH:4][C:3]=1[CH2:8][CH2:9][C:10]1[CH:15]=[CH:14][C:13]([CH3:16])=[CH:12][C:11]=1[NH2:17]. Procedure: A solution of the above nitrobenzene (9.68 g, 30.3 mmol) in ethanol (110 ml) and methanol (40 ml) was hydrogenated 2 h at 3 MPa in the presence of morpholine (0.6 ml) and Rh/C (KO 319) catalyst (2 g). The catalyst was filtered off, the filtrate evaporated in vacuo and the residue was stripped with toluene (3×20 ml). The oily residue crystallized after standing at room temperature. After washing the solid with petroleum ether and drying, 2-(2-(2-bromophenyl)ethyl)-5-methylaniline (8.15 g, 92%) wa... The reactants are C(C)(C)(C)C1=C(C=C(OCC(=O)O)C=C1)F ((4-tert-Butyl-3-fluorophenoxy) acetic acid), [Cl-].ClC1[NH+](CCN1C)C (2-chloro-1,3-dimethylimidazolinium chloride), Cl.N[C@H](C)C1=CC(=C(C=C1)NS(=O)(=O)C)C (N-{4-[(1R)-1-aminoethyl]-2-methylphenyl}methanesulfonamide hydrochloride). Solvent: C(C)N(CC)CC (triethylamine). Yields the product C(C)(C)(C)C1=C(C=C(OCC(=O)N[C@H](C)C2=CC(=C(C=C2)NS(=O)(=O)C)C)C=C1)F ((4-tert-butyl-3-fluorophenoxy)-N-((1R)-1-{3-methyl-4-[(methylsulfonyl)amino]phenyl}ethyl)acetamide). The yield is 43.5%. RXN SMILES: [C:1]([C:5]1[CH:15]=[CH:14][C:8]([O:9][CH2:10][C:11]([OH:13])=O)=[CH:7][C:6]=1[F:16])([CH3:4])([CH3:3])[CH3:2].[Cl-].ClC1N(C)CC[NH+]1C.Cl.[NH2:27][C@@H:28]([C:30]1[CH:35]=[CH:34][C:33]([NH:36][S:37]([CH3:40])(=[O:39])=[O:38])=[C:32]([CH3:41])[CH:31]=1)[CH3:29]>C(N(CC)CC)C>[C:1]([C:5]1[CH:15]=[CH:14][C:8]([O:9][CH2:10][C:11]([NH:27][C@@H:28]([C:30]2[CH:35]=[CH:34][C:33]([NH:36][S:37]([CH3:40])(=[O:39])=[O:38])=[C:32]([CH3:41])[CH:31]=2)[CH3:29])=[O:13])=[CH:7][C:6]=1[F:16])([CH3:2])([CH3:3])[CH3:4] |f:1.2,3.4|. Reported procedure: (4-tert-Butyl-3-fluorophenoxy) acetic acid (153 mg, 0.68 mmol), 2-chloro-1,3-dimethylimidazolinium chloride (CDI) (110 mg, 0.68 mmol), triethylamine (0.5 ml) and N-{4-[(1R)-1-aminoethyl]-2-methylphenyl}methanesulfonamide hydrochloride (180 mg, 0.68 mmol) were mixed in the same procedure described in Example 2(b) to give 129 mg (44% yield) of the title compound as a white solid.